The task is: describe an organic reaction: reactants, conditions, products, and yield. This data is from the Open Reaction Database (ORD), a public repository of structured organic reaction records. Starting materials: NaHCO3 ice water, COC(=O)C=1C=NC(=C(C1)Br)OCC(F)(F)F (5-Bromo-6-(2,2,2-trifluoroethoxy)-3-pyridinecarboxylic acid methyl ester), C1CCOC1 (THF), C1(=CCCCC1)B1OC(C(O1)(C)C)(C)C (2-cyclohexenyl-4,4,5,5-tetramethyl-1,3,2-dioxaborolane), [O-]P(=O)([O-])[O-].[K+].[K+].[K+] (K3PO4). The reagents and catalysts are C1=CC=C(C=C1)P([C-]2C=CC=C2)C3=CC=CC=C3.C1=CC=C(C=C1)P([C-]2C=CC=C2)C3=CC=CC=C3.Cl[Pd]Cl.[Fe+2].C(Cl)Cl (PdCl2(dppf) CH2Cl2). The solvent is CN(C)C=O (DMF). Reaction conditions: temperature 70 celsius, time 8 hour. The product is COC(C1=CN=C(C(=C1)C1=CCCCC1)OCC(F)(F)F)=O (5-Cyclohex-1-enyl-6-(2,2,2-trifluoroethoxy)nicotinic acid methylester). As a reaction SMILES: [CH3:1][O:2][C:3]([C:5]1[CH:6]=[N:7][C:8]([O:12][CH2:13][C:14]([F:17])([F:16])[F:15])=[C:9](Br)[CH:10]=1)=[O:4].[C:18]1(B2OC(C)(C)C(C)(C)O2)[CH2:23][CH2:22][CH2:21][CH2:20][CH:19]=1.[O-]P([O-])([O-])=O.[K+].[K+].[K+].C1COCC1>CN(C=O)C.C1C=CC(P(C2C=CC=CC=2)[C-]2C=CC=C2)=CC=1.C1C=CC(P(C2C=CC=CC=2)[C-]2C=CC=C2)=CC=1.Cl[Pd]Cl.[Fe+2].C(Cl)Cl>[CH3:1][O:2][C:3](=[O:4])[C:5]1[CH:10]=[C:9]([C:18]2[CH2:23][CH2:22][CH2:21][CH2:20][CH:19]=2)[C:8]([O:12][CH2:13][C:14]([F:17])([F:16])[F:15])=[N:7][CH:6]=1 |f:2.3.4.5,8.9.10.11.12|. Reported procedure: 5-Bromo-6-(2,2,2-trifluoroethoxy)-3-pyridinecarboxylic acid methyl ester (CAN 1211589-51-3), 200 mg, 637 μmol), 2-cyclohexenyl-4,4,5,5-tetramethyl-1,3,2-dioxaborolane (CAN 141091-37-4, 119 mg, 123 μA, 574 μmol), K3PO4 (409 mg, 1.91 mmol) and PdCl2(dppf)-CH2Cl2 adduct (26.0 mg, 31.8 μmol) were combined in degassed DMF (4.38 mL)/THF (1.46 mL) to give a yellow suspension. The mixture was heated to 70° C. and shaken overnight. After cooling the mixture was poured into 100 mL saturated NaHCO3/ice wat... The reactants are CNCC1Cc2cccc(-c3c(Cl)cc(Cl)cc3Cl)c2O1, CCN(C(C)C)C(C)C, O=C(Cl)OCc1ccccc1. Yields the product CN(CC1Cc2cccc(-c3c(Cl)cc(Cl)cc3Cl)c2O1)C(=O)OCc1ccccc1. As a reaction SMILES: [CH3:1][NH:2][CH2:3][CH:4]1[O:5][c:6]2[c:7]([cH:9][cH:10][cH:11][c:12]2-[c:13]2[c:14]([Cl:21])[cH:15][c:16]([Cl:20])[cH:17][c:18]2[Cl:19])[CH2:8]1.[CH:22]([N:23]([CH:24]([CH3:25])[CH3:26])[CH2:27][CH3:28])([CH3:29])[CH3:30].[Cl:31][C:32](=[O:33])[O:34][CH2:35][c:36]1[cH:37][cH:38][cH:39][cH:40][cH:41]1>>[CH3:1][N:2]([CH2:3][CH:4]1[O:5][c:6]2[c:7]([cH:9][cH:10][cH:11][c:12]2-[c:13]2[c:14]([Cl:21])[cH:15][c:16]([Cl:20])[cH:17][c:18]2[Cl:19])[CH2:8]1)[C:32](=[O:33])[O:34][CH2:35][c:36]1[cH:37][cH:38][cH:39][cH:40][cH:41]1. Starting materials: CCN(CC)CCCNC(=O)Nc1cc(Oc2ccc([N+](=O)[O-])cc2C)ccn1, CCOC(C)=O, CCO, [Cl-], [Fe], [NH4+], O. Yields the product CCN(CC)CCCNC(=O)Nc1cc(Oc2ccc(N)cc2C)ccn1. RXN SMILES: [CH2:1]([CH3:2])[N:3]([CH2:4][CH2:5][CH2:6][NH:7][C:8](=[O:9])[NH:10][c:11]1[n:12][cH:13][cH:14][c:15]([O:17][c:18]2[c:19]([CH3:27])[cH:20][c:21]([N+:24]([O-:25])=[O:26])[cH:22][cH:23]2)[cH:16]1)[CH2:28][CH3:29].[CH3:33][CH2:34][O:35][C:36](=[O:37])[CH3:38].[CH3:39][CH2:40][OH:41].[Cl-:30].[Fe:42].[NH4+:31].[OH2:32]>>[CH2:1]([CH3:2])[N:3]([CH2:4][CH2:5][CH2:6][NH:7][C:8](=[O:9])[NH:10][c:11]1[n:12][cH:13][cH:14][c:15]([O:17][c:18]2[c:19]([CH3:27])[cH:20][c:21]([NH2:24])[cH:22][cH:23]2)[cH:16]1)[CH2:28][CH3:29]. The product is BrC1=CC=C2CCC(C2=C1)=NNC1=CC=C(C=C1)Cl (N-(6-Bromo-indan-1-ylidene)-N′-(4-chloro-phenyl)-hydrazine). Run in C(C)O (ethyl alcohol). As a reaction SMILES: [Br:1][C:2]1[CH:10]=[C:9]2[C:5]([CH2:6][CH2:7][C:8]2=O)=[CH:4][CH:3]=1.[Cl:12][C:13]1[CH:18]=[CH:17][C:16]([NH:19][NH2:20])=[CH:15][CH:14]=1>C(O)C.C(O)(=O)C>[Br:1][C:2]1[CH:10]=[C:9]2[C:5]([CH2:6][CH2:7][C:8]2=[N:20][NH:19][C:16]2[CH:17]=[CH:18][C:13]([Cl:12])=[CH:14][CH:15]=2)=[CH:4][CH:3]=1. Reported procedure: To a mixture of 6-Bromo-indan-1-one (0.58 g, 2.7 mmole) in ethyl alcohol (5 mL) was added (4-Chloro-phenyl)-hydrazine (0.492 g, 2.7 mmole) and 5 drops of acetic acid. The reaction mixture was refluxed for 30 minutes then cooled to room temperature. The resulting solid precipitate was filtered and washed with ice cold methanol to give N-(6-Bromo-indan-1-ylidene)-N′-(4-chloro-phenyl)-hydrazine (0.92 gm, 100%). HPLC Rt=4.69 min. m/z=335 (M+H+). The reagents and catalysts are C(C)(=O)O (acetic acid). The yield is 101.5%. Reactants: BrC1=CC=C2CCC(C2=C1)=O (6-Bromo-indan-1-one), ClC1=CC=C(C=C1)NN ((4-Chloro-phenyl)-hydrazine). Reactants: O=C(Cl)CCc1ccccc1, CC1(C)OC(=O)CC(=O)O1, ClCCl, Cl, c1ccncc1. The product is CC1(C)OC(=O)C(C(=O)CCc2ccccc2)C(=O)O1. As a reaction SMILES: [C:17]([CH2:18][CH2:19][c:20]1[cH:21][cH:22][cH:23][cH:24][cH:25]1)(=[O:26])[Cl:27].[C:1]1(=[O:10])[CH2:2][C:3](=[O:4])[O:5][C:6]([CH3:7])([CH3:8])[O:9]1.[Cl:29][CH2:30][Cl:31].[ClH:28].[cH:11]1[cH:12][cH:13][n:14][cH:15][cH:16]1>>[C:1]1(=[O:10])[CH:2]([C:17]([CH2:18][CH2:19][c:20]2[cH:21][cH:22][cH:23][cH:24][cH:25]2)=[O:26])[C:3](=[O:4])[O:5][C:6]([CH3:7])([CH3:8])[O:9]1. The reactants are CCOC(=O)/N=N/C(=O)OCC (Diethylazodicarboxylate), C(C1=CC=CC=C1)N1[C@@]2([C@@H](CC[C@H]1[C@@H](C2)C2=NN=NN2)OCC2=CC(=CC(=C2)C(F)(F)F)C(F)(F)F)C2=CC=CC=C2 ((1R*,2R*,5S*,6R*)-8-Benzyl-2-{[3,5-bis(trifluoromethyl)phenyl]methoxy}-1-phenyl-6-(tetrazol-5-yl)-8-azabicyclo[3.2.1]octane), C(C)(C)(C)OC(=O)NCCO (N-(t-butoxy-carbonyl)ethanolamine), C1(=CC=CC=C1)P(C1=CC=CC=C1)C1=CC=CC=C1 (triphenylphosphine). Solvent: ClCCl (dichloromethane). Reaction conditions: time 2 hour. Product: C(C1=CC=CC=C1)N1[C@@]2([C@@H](CC[C@H]1[C@@H](C2)C=2N=NN(N2)CCNC(=O)OC(C)(C)C)OCC2=CC(=CC(=C2)C(F)(F)F)C(F)(F)F)C2=CC=CC=C2 ((1R*,2R*,5S*,6R*)-8-Benzyl-2-{[3,5-bis(trifluoromethyl)phenyl]methoxy}-6-{2-[2-(t-butoxycarbonylamino)ethyl]-2H-tetrazol-5-yl}-1-phenyl-8-azabicyclo[3.2.1]octane). The yield is 88.0%. As a reaction SMILES: CCOC(/N=N/C(OCC)=O)=O.[CH2:13]([N:20]1[C@@H:25]2[C@H:26]([C:28]3[NH:32][N:31]=[N:30][N:29]=3)[CH2:27][C@@:21]1([C:49]1[CH:54]=[CH:53][CH:52]=[CH:51][CH:50]=1)[C@H:22]([O:33][CH2:34][C:35]1[CH:40]=[C:39]([C:41]([F:44])([F:43])[F:42])[CH:38]=[C:37]([C:45]([F:48])([F:47])[F:46])[CH:36]=1)[CH2:23][CH2:24]2)[C:14]1[CH:19]=[CH:18][CH:17]=[CH:16][CH:15]=1.[C:55]([O:59][C:60]([NH:62][CH2:63][CH2:64]O)=[O:61])([CH3:58])([CH3:57])[CH3:56].C1(P(C2C=CC=CC=2)C2C=CC=CC=2)C=CC=CC=1>ClCCl>[CH2:13]([N:20]1[C@@H:25]2[C@H:26]([C:28]3[N:32]=[N:31][N:30]([CH2:64][CH2:63][NH:62][C:60]([O:59][C:55]([CH3:58])([CH3:57])[CH3:56])=[O:61])[N:29]=3)[CH2:27][C@@:21]1([C:49]1[CH:54]=[CH:53][CH:52]=[CH:51][CH:50]=1)[C@H:22]([O:33][CH2:34][C:35]1[CH:36]=[C:37]([C:45]([F:48])([F:47])[F:46])[CH:38]=[C:39]([C:41]([F:42])([F:43])[F:44])[CH:40]=1)[CH2:23][CH2:24]2)[C:14]1[CH:19]=[CH:18][CH:17]=[CH:16][CH:15]=1. Procedure: Diethylazodicarboxylate, 0.15 g, 0.86 mmol was added to a solution of (1R*,2 R*,5S*,6R*)-8-benzyl-2-{[3,5-bis(trifluoromethyl)phenyl]methoxyl 1-phenyl-6-(tetrazol-5-yl)-8-azabicyclo[3.2.1]octane (Example 138; 0.5 g, 0.85 mmol), [N-(t-butoxy-carbonyl)ethanolamine] (0.15 g, 0.93 mmol) and triphenylphosphine (0.23 g, 0.88 mmol) in dichloromethane (20 ml). The mixture was stirred at room temperature for 2 hours then concentrated in vacuo. The residue was chromatographed on silica gel eluting with 10... Reported procedure: A solution of 3-(4-bromo-2,6-dimethyl-benzylamino)-4-ethoxy-cyclobut-3-ene-1,2-dione (0.49 g, 1.45 mmol), t-butylamine (26 mL) and dichloromethane (8 mL) was allowed to stand at room temperature for 18 hours, then refluxed for 8 hours. The resulting solid was filtered, rinsed with acetonitrile, and dried (0.4 mm, 40° C.). This gave 0.33 g (62%) of the title compound as an off-white solid: mp 267°-271° C. (dec); 1H NMR (DMSO-d6) δ7.40 (br s, 1H), 7.32 (s, 2H), 7.30 (br t, 1H), 4.76 (d, 2H), 2.34 ... Run in ClCCl (dichloromethane). The product is BrC1=CC(=C(CNC=2C(C(C2NC(C)(C)C)=O)=O)C(=C1)C)C (3-(4-Bromo-2,6-dimethyl-benzylamino)-4-tert-butylamino-cyclobut-3-ene-1,2-dione). RXN SMILES: [Br:1][C:2]1[CH:18]=[C:17]([CH3:19])[C:5]([CH2:6][NH:7][C:8]2[C:9](=O)[C:10](=[O:15])[C:11]=2[O:12]CC)=[C:4]([CH3:20])[CH:3]=1.[C:21]([NH2:25])([CH3:24])([CH3:23])[CH3:22]>ClCCl>[Br:1][C:2]1[CH:3]=[C:4]([CH3:20])[C:5]([CH2:6][NH:7][C:8]2[C:11](=[O:12])[C:10](=[O:15])[C:9]=2[NH:25][C:21]([CH3:24])([CH3:23])[CH3:22])=[C:17]([CH3:19])[CH:18]=1. Reactants: BrC1=CC(=C(CNC=2C(C(C2OCC)=O)=O)C(=C1)C)C (3-(4-bromo-2,6-dimethyl-benzylamino)-4-ethoxy-cyclobut-3-ene-1,2-dione), C(C)(C)(C)N (t-butylamine). Reaction conditions: time 18 hour. Starting materials: ClCCl, Cc1cc(CC(OC(=O)N2CCC(N3CCc4ccccc4NC3=O)CC2)C(=O)N2CCC(C3CCN(CC(=O)O)CC3)CC2)cc(C)c1O, O=C1CCCCN1CCO. The product is Cc1cc(CC(OC(=O)N2CCC(N3CCc4ccccc4NC3=O)CC2)C(=O)N2CCC(C3CCN(CC(=O)OCCN4CCCCC4=O)CC3)CC2)cc(C)c1O. As a reaction SMILES: [Cl:61][CH2:62][Cl:63].[O:1]=[C:2]1[NH:3][c:4]2[c:5]([cH:47][cH:48][cH:49][cH:50]2)[CH2:6][CH2:7][N:8]1[CH:9]1[CH2:10][CH2:11][N:12]([C:15](=[O:16])[O:17][CH:18]([C:19](=[O:20])[N:21]2[CH2:22][CH2:23][CH:24]([CH:27]3[CH2:28][CH2:29][N:30]([CH2:33][C:34](=[O:35])[OH:36])[CH2:31][CH2:32]3)[CH2:25][CH2:26]2)[CH2:37][c:38]2[cH:39][c:40]([CH3:46])[c:41]([OH:45])[c:42]([CH3:44])[cH:43]2)[CH2:13][CH2:14]1.[OH:51][CH2:52][CH2:53][N:54]1[C:55](=[O:60])[CH2:56][CH2:57][CH2:58][CH2:59]1>>[O:1]=[C:2]1[NH:3][c:4]2[c:5]([cH:47][cH:48][cH:49][cH:50]2)[CH2:6][CH2:7][N:8]1[CH:9]1[CH2:10][CH2:11][N:12]([C:15](=[O:16])[O:17][CH:18]([C:19](=[O:20])[N:21]2[CH2:22][CH2:23][CH:24]([CH:27]3[CH2:28][CH2:29][N:30]([CH2:33][C:34](=[O:35])[O:36][CH2:52][CH2:53][N:54]4[C:55](=[O:60])[CH2:56][CH2:57][CH2:58][CH2:59]4)[CH2:31][CH2:32]3)[CH2:25][CH2:26]2)[CH2:37][c:38]2[cH:39][c:40]([CH3:46])[c:41]([OH:45])[c:42]([CH3:44])[cH:43]2)[CH2:13][CH2:14]1.